From a dataset of the Open Reaction Database (ORD), a public repository of structured organic reaction records. describe an organic reaction: reactants, conditions, products, and yield The reactants are [Al+3], CCOCC, [H-], [H-], [H-], [H-], [Li+], O, NC(=O)CCCCCCCCCCOc1ccc(N=Nc2ccccc2)cc1. The product is c1ccc(N=Nc2ccccc2)cc1. RXN SMILES: [Al+3:31].[CH2:35]([O:36][CH2:37][CH3:38])[CH3:39].[H-:29].[H-:32].[H-:33].[H-:34].[Li+:30].[OH2:40].[c:1]1([N:7]=[N:8][c:9]2[cH:10][cH:11][c:12]([O:15][CH2:16][CH2:17][CH2:18][CH2:19][CH2:20][CH2:21][CH2:22][CH2:23][CH2:24][CH2:25][C:26]([NH2:27])=[O:28])[cH:13][cH:14]2)[cH:2][cH:3][cH:4][cH:5][cH:6]1>>[c:1]1([N:7]=[N:8][c:9]2[cH:10][cH:11][cH:12][cH:13][cH:14]2)[cH:2][cH:3][cH:4][cH:5][cH:6]1. Starting materials: O=C/C=C/C(=O)OCC (ethyl trans-4-oxo-2-butenoate), COC1=CC=C(C=C1)S(=O)(=O)N=C/C=C/C1=CC=C(C=C1)C(C)=O (trans-N-(4-methoxybenzenesulfonyl)-1-(4-(3-iminoprop-1-enyl)phenyl)ethanone), hexanes i-PrOH. Run in C(Cl)(Cl)Cl (CHCl3). Product: C(C)(=O)C1=CC=C(C=C1)[C@@H]1[C@@H](C(N(C=C1)S(=O)(=O)C1=CC=C(C=C1)OC)=O)CC(=O)OCC (Ethyl 2-((3S,4S)-4-(4-acetylphenyl)-1-(4-methoxyphenylsulfonyl)-2-oxo-1,2,3,4-tetrahydro-pyridin-3-yl)acetate). Yield: 55.0%. Reaction SMILES: [O:1]=[CH:2]/[CH:3]=[CH:4]/[C:5]([O:7][CH2:8][CH3:9])=[O:6].[CH3:10][O:11][C:12]1[CH:17]=[CH:16][C:15]([S:18]([N:21]=[CH:22]/[CH:23]=[CH:24]/[C:25]2[CH:30]=[CH:29][C:28]([C:31](=[O:33])[CH3:32])=[CH:27][CH:26]=2)(=[O:20])=[O:19])=[CH:14][CH:13]=1>C(Cl)(Cl)Cl>[C:31]([C:28]1[CH:27]=[CH:26][C:25]([C@H:24]2[CH:23]=[CH:22][N:21]([S:18]([C:15]3[CH:14]=[CH:13][C:12]([O:11][CH3:10])=[CH:17][CH:16]=3)(=[O:20])=[O:19])[C:2](=[O:1])[C@H:3]2[CH2:4][C:5]([O:7][CH2:8][CH3:9])=[O:6])=[CH:30][CH:29]=1)(=[O:33])[CH3:32]. Procedure details: Prepared according to the general procedure from ethyl trans-4-oxo-2-butenoate and trans-N-(4-methoxybenzenesulfonyl)-1-(4-(3-iminoprop-1-enyl)phenyl)ethanone using 10 mol % 9 as the catalyst in 55% yield as a yellow oil. [α]D20 (c 1.22, CHCl3)=+168.2; 1H NMR (400 MHz, CDCl3) δ 8.04 (dd, 2H, J=6.9, 2.1 Hz), 7.59 (dd, 2H, J=6.5, 1.9 Hz), 7.19 (d, 1H, J=8.0 Hz), 7.07 (dd, 2H, J=6.9, 2.1 Hz), 6.69 (dd, 2H, J=6.6, 1.7 Hz), 5.59 (dd, 1H, J=8.0, 6.6 Hz), 4.14-4.11 (m, 2H), 3.95 (s, 3H), 3.74 (t, 1H, J... Yield: 28.0%. As a reaction SMILES: [F:1][C:2]1[CH:3]=[C:4]([CH:16]=[C:17]([F:19])[CH:18]=1)[CH2:5][N:6]1[C:14]2[C:9](=[CH:10][CH:11]=[C:12]([NH2:15])[CH:13]=2)[CH:8]=[CH:7]1.[N+:20]([C:23]1[CH:28]=[CH:27][CH:26]=[CH:25][C:24]=1[S:29]Cl)([O-:22])=[O:21]>C(Cl)Cl>[F:1][C:2]1[CH:3]=[C:4]([CH:16]=[C:17]([F:19])[CH:18]=1)[CH2:5][N:6]1[C:14]2[C:9](=[CH:10][CH:11]=[C:12]([NH2:15])[CH:13]=2)[C:8]([S:29][C:24]2[CH:25]=[CH:26][CH:27]=[CH:28][C:23]=2[N+:20]([O-:22])=[O:21])=[CH:7]1. Procedure: To a solution of 1-(3,5-Difluoro-benzyl)-1H-indol-6-ylamine (25 mg, 0.1 mmol) in DCM (4 mL) was added 2-nitrobenzenesulfenyl chloride. The resulting yellow solution was stirred at room temperature for 1 hour. The mixture was concentrated in vacuo and purified over a SiO2 column (heptane/ethyl acetate 9:1) to give the title compound as an orange solid (11.6 mg, yield=28%). Starting materials: FC=1C=C(CN2C=CC3=CC=C(C=C23)N)C=C(C1)F (1-(3,5-Difluoro-benzyl)-1H-indol-6-ylamine), [N+](=O)([O-])C1=C(C=CC=C1)SCl (2-nitrobenzenesulfenyl chloride). Run at time 1 hour. Solvent: C(Cl)Cl (DCM). Yields the product FC=1C=C(CN2C=C(C3=CC=C(C=C23)N)SC2=C(C=CC=C2)[N+](=O)[O-])C=C(C1)F (1-(3,5-Difluoro-benzyl)-3-(2-nitro-phenylsulfanyl)-1H-indol-6-ylamine). Reactants: O=C([O-])[O-], CO, CS(=O)(=O)c1ccc(C(CC2CCCC2)C(=O)Nc2ncc(SC#N)s2)cc1, CCN(CC)CCCl, ClCCl, [I-], [K+], [K+], [K+], O, OC(CS)C(O)CS. Product: CCN(CC)CCSc1cnc(NC(=O)C(CC2CCCC2)c2ccc(S(C)(=O)=O)cc2)s1. As a reaction SMILES: [C:45](=[O:46])([O-:47])[O-:48].[CH3:53][OH:54].[CH:1]1([CH2:6][CH:7]([C:8](=[O:9])[NH:10][c:11]2[s:12][c:13]([S:16][C:17]#[N:18])[cH:14][n:15]2)[c:19]2[cH:20][cH:21][c:22]([S:25](=[O:26])(=[O:27])[CH3:28])[cH:23][cH:24]2)[CH2:2][CH2:3][CH2:4][CH2:5]1.[Cl:37][CH2:38][CH2:39][N:40]([CH2:41][CH3:42])[CH2:43][CH3:44].[Cl:55][CH2:56][Cl:57].[I-:52].[K+:49].[K+:50].[K+:51].[OH2:58].[SH:29][CH2:30][CH:31]([CH:32]([CH2:33][SH:34])[OH:35])[OH:36]>>[CH:1]1([CH2:6][CH:7]([C:8](=[O:9])[NH:10][c:11]2[s:12][c:13]([S:16][CH2:38][CH2:39][N:40]([CH2:41][CH3:42])[CH2:43][CH3:44])[cH:14][n:15]2)[c:19]2[cH:20][cH:21][c:22]([S:25](=[O:26])(=[O:27])[CH3:28])[cH:23][cH:24]2)[CH2:2][CH2:3][CH2:4][CH2:5]1. Starting materials: CCN1CCNCC1, CS(C)=O, CCN(C(C)C)C(C)C, COc1nc(Cl)c(F)c(NNC(=O)C(CC2CCCC2)CN(C=O)OCc2ccccc2)n1. Yields the product CCN1CCN(c2nc(OC)nc(NNC(=O)C(CC3CCCC3)CN(C=O)OCc3ccccc3)c2F)CC1. RXN SMILES: [CH2:34]([CH3:35])[N:36]1[CH2:37][CH2:38][NH:39][CH2:40][CH2:41]1.[CH3:51][S:52]([CH3:53])=[O:54].[CH:42]([N:43]([CH:44]([CH3:45])[CH3:46])[CH2:47][CH3:48])([CH3:49])[CH3:50].[Cl:1][c:2]1[c:3]([F:33])[c:4]([NH:10][NH:11][C:12]([CH:13]([CH2:14][N:15]([CH:16]=[O:17])[O:18][CH2:19][c:20]2[cH:21][cH:22][cH:23][cH:24][cH:25]2)[CH2:26][CH:27]2[CH2:28][CH2:29][CH2:30][CH2:31]2)=[O:32])[n:5][c:6]([O:8][CH3:9])[n:7]1>>[c:2]1([N:39]2[CH2:38][CH2:37][N:36]([CH2:34][CH3:35])[CH2:41][CH2:40]2)[c:3]([F:33])[c:4]([NH:10][NH:11][C:12]([CH:13]([CH2:14][N:15]([CH:16]=[O:17])[O:18][CH2:19][c:20]2[cH:21][cH:22][cH:23][cH:24][cH:25]2)[CH2:26][CH:27]2[CH2:28][CH2:29][CH2:30][CH2:31]2)=[O:32])[n:5][c:6]([O:8][CH3:9])[n:7]1. The reactants are CCOC(C)=O, CO, O=[N+]([O-])c1ccccc1N1CCN(Cc2ccc(Cl)c(Cl)c2)CC1. The product is Nc1ccccc1N1CCN(Cc2ccc(Cl)c(Cl)c2)CC1. As a reaction SMILES: [C:27]([O:28][CH2:29][CH3:30])(=[O:31])[CH3:32].[CH3:25][OH:26].[Cl:1][c:2]1[cH:3][c:4]([CH2:5][N:6]2[CH2:7][CH2:8][N:9]([c:12]3[c:13]([N+:18]([O-:19])=[O:20])[cH:14][cH:15][cH:16][cH:17]3)[CH2:10][CH2:11]2)[cH:21][cH:22][c:23]1[Cl:24]>>[Cl:1][c:2]1[cH:3][c:4]([CH2:5][N:6]2[CH2:7][CH2:8][N:9]([c:12]3[c:13]([NH2:18])[cH:14][cH:15][cH:16][cH:17]3)[CH2:10][CH2:11]2)[cH:21][cH:22][c:23]1[Cl:24].